Dataset: the Open Reaction Database (ORD), a public repository of structured organic reaction records. Task: describe an organic reaction: reactants, conditions, products, and yield Starting materials: C(C)(=O)OCC (ethyl acetate), C(CC(=O)C)(=O)OCC (ethyl acetoacetate), [H-].[Na+] (sodium hydride), ClC=1C=C(CBr)C=CC1Cl (3,4-dichlorobenzylbromide). The solvent is O (water), O1CCCC1 (tetrahydrofuran). Reaction conditions: time 1 hour. The product is C(C)(=O)C(C(=O)OCC)CC1=CC(=C(C=C1)Cl)Cl (ethyl 2-acetyl-3-(3,4-dichlorophenyl)propanoate). Reaction SMILES: [C:1]([O:7][CH2:8][CH3:9])(=[O:6])[CH2:2][C:3]([CH3:5])=[O:4].[H-].[Na+].[Cl:12][C:13]1[CH:14]=[C:15]([CH:18]=[CH:19][C:20]=1[Cl:21])[CH2:16]Br.C(OCC)(=O)C>O1CCCC1.O>[C:3]([CH:2]([CH2:16][C:15]1[CH:18]=[CH:19][C:20]([Cl:21])=[C:13]([Cl:12])[CH:14]=1)[C:1]([O:7][CH2:8][CH3:9])=[O:6])(=[O:4])[CH3:5] |f:1.2|. Procedure details: To a solution of ethyl acetoacetate (1.0 g) in tetrahydrofuran (20 mL) was added sodium hydride (about 60% oil suspension) (0.37 g) in several portions under ice-cooling under a nitrogen atmosphere. After stirring at room temperature for 1 hr, 3,4-dichlorobenzylbromide (1.4 mL) was added to the reaction mixture. After stirring at room temperature for 2 hr, the reaction mixture was poured into a mixture of ethyl acetate and water. The organic phase was washed successively with water and brine, an... Starting materials: C(C1=CC=CC=C1)ON1C(C2=CC=CC=3C2=C(C1=O)C=C(C3[N+](=O)[O-])Br)=O (2-benzyloxy-5-bromo-6-nitro-benzo[de]isoquinoline-1,3-dione), CC1CNCCC1 (3-methylpiperidine). RXN SMILES: [CH2:1]([O:8][N:9]1[C:18](=[O:19])[C:17]2[CH:20]=[C:21]([Br:26])[C:22]([N+:23]([O-])=O)=[C:15]3[C:16]=2[C:11](=[CH:12][CH:13]=[CH:14]3)[C:10]1=[O:27])[C:2]1[CH:7]=[CH:6][CH:5]=[CH:4][CH:3]=1.[CH3:28][CH:29]1[CH2:34][CH2:33][CH2:32]N[CH2:30]1>CN(C=O)C>[CH2:1]([O:8][N:9]1[C:18](=[O:19])[C:17]2[CH:20]=[C:21]([Br:26])[C:22]([N:23]3[CH2:32][CH2:33][CH2:34][CH:29]([CH3:30])[CH2:28]3)=[C:15]3[C:16]=2[C:11](=[CH:12][CH:13]=[CH:14]3)[C:10]1=[O:27])[C:2]1[CH:7]=[CH:6][CH:5]=[CH:4][CH:3]=1. Procedure details: To a solution of 2-benzyloxy-5-bromo-6-nitro-benzo[de]isoquinoline-1,3-dione (0.50 g, 1.2 mmol, from Example S1-A) in DMF (5 mL) was added 3-methylpiperidine (0.47 g, 4.7 mmol). The reaction was reacted at 120° C. for 5 hours, cooled, and concentrated under vacuum. The resulting residue was purified by column chromatography on silica gel using hexane/ethyl acetate (5:1) to give 0.50 g of the title compound. Yields the product C(C1=CC=CC=C1)ON1C(C2=CC=CC=3C2=C(C1=O)C=C(C3N3CC(CCC3)C)Br)=O (2-Benzyloxy-5-bromo-6-(3-methyl-piperidin-1-yl)-benzo[de]isoquinoline-1,3-dione). Run in CN(C)C=O (DMF). Yield: 86.9%.